Dataset: the Open Reaction Database (ORD), a public repository of structured organic reaction records. Task: describe an organic reaction: reactants, conditions, products, and yield The reactants are CCOC(=O)C1CN(C(=O)C(Cc2cc(Cl)c(N)c(C(F)(F)F)c2)OC(=O)N2CCC(N3CCc4ccccc4NC3=O)CC2)CCN1C1CCN(C)CC1, C1CCOC1, [Li+], [OH-]. The product is CN1CCC(N2CCN(C(=O)C(Cc3cc(Cl)c(N)c(C(F)(F)F)c3)OC(=O)N3CCC(N4CCc5ccccc5NC4=O)CC3)CC2C(=O)O)CC1. As a reaction SMILES: [CH2:3]([CH3:4])[O:5][C:6](=[O:7])[CH:8]1[N:9]([CH:51]2[CH2:52][CH2:53][N:54]([CH3:57])[CH2:55][CH2:56]2)[CH2:10][CH2:11][N:12]([C:14]([CH:15]([CH2:16][c:17]2[cH:18][c:19]([Cl:28])[c:20]([NH2:27])[c:21]([C:23]([F:24])([F:25])[F:26])[cH:22]2)[O:29][C:30](=[O:31])[N:32]2[CH2:33][CH2:34][CH:35]([N:38]3[C:39](=[O:49])[NH:40][c:41]4[c:42]([cH:45][cH:46][cH:47][cH:48]4)[CH2:43][CH2:44]3)[CH2:36][CH2:37]2)=[O:50])[CH2:13]1.[CH2:58]1[O:59][CH2:60][CH2:61][CH2:62]1.[Li+:2].[OH-:1]>>[O:5]=[C:6]([OH:7])[CH:8]1[N:9]([CH:51]2[CH2:52][CH2:53][N:54]([CH3:57])[CH2:55][CH2:56]2)[CH2:10][CH2:11][N:12]([C:14]([CH:15]([CH2:16][c:17]2[cH:18][c:19]([Cl:28])[c:20]([NH2:27])[c:21]([C:23]([F:24])([F:25])[F:26])[cH:22]2)[O:29][C:30](=[O:31])[N:32]2[CH2:33][CH2:34][CH:35]([N:38]3[C:39](=[O:49])[NH:40][c:41]4[c:42]([cH:45][cH:46][cH:47][cH:48]4)[CH2:43][CH2:44]3)[CH2:36][CH2:37]2)=[O:50])[CH2:13]1. Starting materials: ClCC(=O)NC=1SC=C(N1)C(C(=O)N[C@@H]1C(N([C@H]1C(=O)OC)S(=O)(=O)[O-])=O)=NOC.[Na+] (sodium trans-3-[2-(2-chloroacetamido-4-thiazolyl)-2-methoxyiminoacetamido]-4-methoxycarbonyl-2-oxoazetidine-1-sulfonate), CSC(N)=S.[Na] (sodium monomethyldithiocarbamate), CSC(N)=S.[Na] (sodium monomethyldithiocarbamate). Solvent: O (water). The product is NC=1SC=C(N1)C(C(=O)N[C@@H]1C(N([C@H]1C(=O)OC)S(=O)(=O)[O-])=O)=NOC.[Na+] (sodium trans-3-[2-(2-amino-4-thiazolyl)-2-methoxyiminoacetamido]-4-methoxycarbonyl-2-oxoazetidine-1-sulfonate). As a reaction SMILES: ClCC([NH:5][C:6]1[S:7][CH:8]=[C:9]([C:11](=[N:28][O:29][CH3:30])[C:12]([NH:14][C@H:15]2[C@H:18]([C:19]([O:21][CH3:22])=[O:20])[N:17]([S:23]([O-:26])(=[O:25])=[O:24])[C:16]2=[O:27])=[O:13])[N:10]=1)=O.[Na+:31].CSC(=S)N.[Na]>O>[NH2:5][C:6]1[S:7][CH:8]=[C:9]([C:11](=[N:28][O:29][CH3:30])[C:12]([NH:14][C@H:15]2[C@H:18]([C:19]([O:21][CH3:22])=[O:20])[N:17]([S:23]([O-:26])(=[O:24])=[O:25])[C:16]2=[O:27])=[O:13])[N:10]=1.[Na+:31] |f:0.1,2.3,5.6,^1:36|. Reported procedure: In 2 ml of water is dissolved 50 mg of sodium trans-3-[2-(2-chloroacetamido-4-thiazolyl)-2-methoxyiminoacetamido]-4-methoxycarbonyl-2-oxoazetidine-1-sulfonate (syn-isomer) as obtained in Example 24C, followed by addition of 15 mg of sodium monomethyldithiocarbamate under ice-water cooling and stirring. The mixture is stirred at room temperature for 30 minutes and after further addition of 15 mg of sodium monomethyldithiocarbamate, the mixture is stirred for 30 minutes. The reaction mixture is fi... Reactants: ClC1=C(C(=CC=C1)Cl)N(C(=N)N)C (1-(2,6-dichlorophenyl)-1-methylguanidine), C(C)(C)(C)N=C=O (t-butylisocyanate). Procedure: To a mixture of 10.9 g (0.05 mole) of 1-(2,6-dichlorophenyl)-1-methylguanidine and 10 ml xylene is added 5 g of t-butylisocyanate (0.05 mole) and the mixture is refluxed for 2 hours. The reaction product is cooled, triturated with heptane and filtered. Recrystallization from 1:1 isopropanol/water results in 1-(2,6-dichlorophenyl-N-methylamidino)-3-(t-butyl)urea. The solvent is C=1(C(=CC=CC1)C)C (xylene). As a reaction SMILES: [Cl:1][C:2]1[CH:7]=[CH:6][CH:5]=[C:4]([Cl:8])[C:3]=1[N:9]([CH3:13])[C:10]([NH2:12])=[NH:11].[C:14]([N:18]=[C:19]=[O:20])([CH3:17])([CH3:16])[CH3:15]>C1(C)C(C)=CC=CC=1>[Cl:1][C:2]1[CH:7]=[CH:6][CH:5]=[C:4]([Cl:8])[C:3]=1[N:9]([CH3:13])[C:10]([NH:12][C:19]([NH:18][C:14]([CH3:17])([CH3:16])[CH3:15])=[O:20])=[NH:11]. Product: ClC1=C(C(=CC=C1)Cl)N(C(=N)NC(=O)NC(C)(C)C)C (1-(2,6-dichlorophenyl-N-methylamidino)-3-(t-butyl)urea).